Dataset: the Open Reaction Database (ORD), a public repository of structured organic reaction records. Task: describe an organic reaction: reactants, conditions, products, and yield Reactants: COC(=O)C1=CC=C(C=C1)C=1C([C@@H]2CC[C@]3([C@@]4(CC[C@@]5([C@@H]([C@H]4CC[C@@H]3[C@]2(CC1)C)[C@@H](CC5)C(=C)C)NCC5CN(CCC5)C(=O)OC(C)(C)C)C)C)(C)C (tert-butyl 3-(((1R,3aS,5aR,5bR,7aR,11aS,11bR,13aR,13bR)-9-(4-(methoxycarbonyl)phenyl)-5a,5b,8,8,11a-pentamethyl-1-(prop-1-en-2-yl)-2,3,3a,4,5,5a,5b,6,7,7a,8,11,11a,11b,12,13,13a,13b-octadecahydro-1H-cyclopenta[a]chrysen-3a-ylamino)methyl)piperidine-1-carboxylate), [OH-].[Na+] (NaOH). The solvent is CO (MeOH), O1CCOCC1 (1,4-dioxane). Conditions: temperature 85 celsius. The product is C(C)(C)(C)OC(=O)N1CC(CCC1)CN[C@]12[C@@H]([C@H]3CC[C@@H]4[C@]5(CC=C(C([C@@H]5CC[C@]4([C@@]3(CC1)C)C)(C)C)C1=CC=C(C(=O)O)C=C1)C)[C@@H](CC2)C(=C)C (4-((1R,3aS,5aR,5bR,7aR,11aS,11bR,13aR,13bR)-3a-((1-(tert-butoxycarbonyl)piperidin-3-yl)methylamino)-5a,5b,8,8,11a-pentamethyl-1-(prop-1-en-2-yl)-2,3,3a,4,5,5a,5b,6,7,7a,8,11,11a,11b,12,13,13a,13b-octadecahydro-1H-cyclopenta[a]chrysen-9-yl)benzoic acid). Yield: 79.5%. Reaction SMILES: C[O:2][C:3]([C:5]1[CH:10]=[CH:9][C:8]([C:11]2[C:12]([CH3:54])([CH3:53])[C@H:13]3[C@:26]([CH3:29])([CH2:27][CH:28]=2)[C@@H:25]2[C@:16]([CH3:52])([C@@:17]4([CH3:51])[C@H:22]([CH2:23][CH2:24]2)[C@H:21]2[C@H:30]([C:33]([CH3:35])=[CH2:34])[CH2:31][CH2:32][C@:20]2([NH:36][CH2:37][CH:38]2[CH2:43][CH2:42][CH2:41][N:40]([C:44]([O:46][C:47]([CH3:50])([CH3:49])[CH3:48])=[O:45])[CH2:39]2)[CH2:19][CH2:18]4)[CH2:15][CH2:14]3)=[CH:7][CH:6]=1)=[O:4].[OH-].[Na+]>O1CCOCC1.CO>[C:47]([O:46][C:44]([N:40]1[CH2:41][CH2:42][CH2:43][CH:38]([CH2:37][NH:36][C@:20]23[CH2:32][CH2:31][C@@H:30]([C:33]([CH3:35])=[CH2:34])[C@@H:21]2[C@@H:22]2[C@@:17]([CH3:51])([CH2:18][CH2:19]3)[C@@:16]3([CH3:52])[C@@H:25]([C@:26]4([CH3:29])[C@@H:13]([CH2:14][CH2:15]3)[C:12]([CH3:54])([CH3:53])[C:11]([C:8]3[CH:7]=[CH:6][C:5]([C:3]([OH:4])=[O:2])=[CH:10][CH:9]=3)=[CH:28][CH2:27]4)[CH2:24][CH2:23]2)[CH2:39]1)=[O:45])([CH3:48])([CH3:49])[CH3:50] |f:1.2|. Procedure details: Preparation of tert-butyl 3-(((1R,3aS,5aR,5bR,7aR,11aS,11bR,13aR,13bR)-9-(4-(methoxycarbonyl)phenyl)-5a,5b,8,8,11a-pentamethyl-1-(prop-1-en-2-yl)-2,3,3a,4,5,5a,5b,6,7,7a,8,11,11a,11b,12,13,13a,13b-octadecahydro-1H-cyclopenta[a]chrysen-3a-ylamino)methyl)piperidine-1-carboxylate. To a solution of methyl 4-((1R,3aS,5aR,5bR,7aR,11aS,11bR,13aR,13bR)-3a-amino-5a,5b,8,8,11a-pentamethyl-1-(prop-1-en-2-yl)-2,3,3a,4,5,5a,5b,6,7,7a,8,11,11a,11b,12,13,13a,13b-octadecahydro-1H-cyclopenta[a]chrysen-9-yl)benzo... Starting materials: [BH4-].[Na+] (sodium borohydride), ClC1=CC(=C(C=C1OC)N1C(C2CCCCN2C1=S)=O)F (8-(4-chloro-2-fluoro-5-methoxyphenyl)-7-oxo-9-thioxo-1,8-diazabicyclo[4.3.0]nonane), ice water. Run in C(C)O (ethanol). Run at temperature 30 celsius, time 30 minute. Product: ClC1=CC(=C(C=C1OC)N1C(C2CCCCN2C1=S)O)F (8-(4-chloro-2-fluoro-5-methoxyphenyl)-7-hydroxy-9-thioxo-1,8-diazabicyclo[4.3.0]nonane). The yield is 75.3%. As a reaction SMILES: [Cl:1][C:2]1[C:7]([O:8][CH3:9])=[CH:6][C:5]([N:10]2[C:18](=[S:19])[N:17]3[CH:12]([CH2:13][CH2:14][CH2:15][CH2:16]3)[C:11]2=[O:20])=[C:4]([F:21])[CH:3]=1.[BH4-].[Na+]>C(O)C>[Cl:1][C:2]1[C:7]([O:8][CH3:9])=[CH:6][C:5]([N:10]2[C:18](=[S:19])[N:17]3[CH:12]([CH2:13][CH2:14][CH2:15][CH2:16]3)[CH:11]2[OH:20])=[C:4]([F:21])[CH:3]=1 |f:1.2|. Procedure details: 32.9 g (0.10 mol) of 8-(4-chloro-2-fluoro-5-methoxyphenyl)-7-oxo-9-thioxo-1,8-diazabicyclo[4.3.0]nonane were dissolved in 250 ml of ethanol. 5.7 g (0.15 mol) of sodium borohydride were added in portions at a rate such that the temperature was kept at 30° C. When the addition was complete, the mixture was stirred for a further 30 minutes at 30° C. and poured into 600 ml of ice-water. The precipitate was filtered off under suction, dried and recrystallized from methanol. 24.9 g (75% of theory) of ... Reactants: BrC1=C(C=CC(=C1)C(C)C)NC=1N=C(C2=C(N1)N(CCC2)C(CC)CC)C ((2-bromo-4-isopropyl-phenyl)-[8-(1-ethyl-propyl)-4-methyl-5,6,7,8-tetrahydro-pyrido[2,3-d]pyrimidin-2-yl]-amine), [H-].[Na+] (sodium hydride), ICC (iodoethane). Run in CN(C=O)C (N,N-dimethylformamide), CN(C=O)C (N,N-dimethylformamide). Run at time 30 minute. Yields the product BrC1=C(C=CC(=C1)C(C)C)N(C=1N=C(C2=C(N1)N(CCC2)C(CC)CC)C)CC ((2-Bromo-4-isopropyl-phenyl)-ethyl-[8-(1-ethyl-propyl)-4-methyl-5,6,7,8-tetrahydro-pyrido[2,3-d]pyrimidin-2-yl]-amine). The yield is 67.0%. RXN SMILES: [H-].[Na+].[Br:3][C:4]1[CH:9]=[C:8]([CH:10]([CH3:12])[CH3:11])[CH:7]=[CH:6][C:5]=1[NH:13][C:14]1[N:15]=[C:16]([CH3:29])[C:17]2[CH2:23][CH2:22][CH2:21][N:20]([CH:24]([CH2:27][CH3:28])[CH2:25][CH3:26])[C:18]=2[N:19]=1.I[CH2:31][CH3:32]>CN(C)C=O>[Br:3][C:4]1[CH:9]=[C:8]([CH:10]([CH3:11])[CH3:12])[CH:7]=[CH:6][C:5]=1[N:13]([CH2:31][CH3:32])[C:14]1[N:15]=[C:16]([CH3:29])[C:17]2[CH2:23][CH2:22][CH2:21][N:20]([CH:24]([CH2:25][CH3:26])[CH2:27][CH3:28])[C:18]=2[N:19]=1 |f:0.1|. Reported procedure: To a vigorously stirred suspension of sodium hydride (0.004 g, 0.17 mmol) in N,N-dimethylformamide (0.5 mL) under nitrogen was added a solution of (2-bromo-4-isopropyl-phenyl)-[8-(1-ethyl-propyl)-4-methyl-5,6,7,8-tetrahydro-pyrido[2,3-d]pyrimidin-2-yl]-amine (XIV; 0.056 g, 0.13 mmol) in N,N-dimethylformamide (0.5 mL). After 30 minutes at room temperature, iodoethane (0.026 g, 0.17 mmol) was added, and the resulting mixture was stirred at room temperature for 14 hours. The reaction mixture was th... The reactants are Cl (hydrochloric acid), present compound, ClC1=C(C=CC(=C1)Cl)\C=C(/C(C(C)(C)C)=O)\N1N=CN=C1 ((E)-1-(2,4-dichlorophenyl)-2-(1,2,4-triazol-1-yl)-4,4-dimethyl-1-penten-3-one), ClCCCl (1,2-dichloroethane). Run in ClCCCl.CN(C=O)C (1,2-dichloroethane dimethylformamide). The product is ClC1=C(C=CC(=C1)Cl)C=C(C(C(C)(C)C)O)N1N=CN=C1 (1-(2,4-dichlorophenyl)-2-(1,2,4-triazol-1-yl)-4,4-dimethyl-1-penten-3-ol). The yield is 63.8%. RXN SMILES: ClCCCl.[Cl:5][C:6]1[CH:11]=[C:10]([Cl:12])[CH:9]=[CH:8][C:7]=1/[CH:13]=[C:14](/[N:21]1[CH:25]=[N:24][CH:23]=[N:22]1)\[C:15](=[O:20])[C:16]([CH3:19])([CH3:18])[CH3:17].Cl>ClCCCl.CN(C)C=O>[Cl:5][C:6]1[CH:11]=[C:10]([Cl:12])[CH:9]=[CH:8][C:7]=1[CH:13]=[C:14]([N:21]1[CH:25]=[N:24][CH:23]=[N:22]1)[CH:15]([OH:20])[C:16]([CH3:17])([CH3:18])[CH3:19] |f:3.4|. Procedure: 166 Milligrams (1.02 mmole) of the present compound obtained in Example 1 was dissolved in a 1,2-dichloroethane/dimethylformamide (27 ml/0.5 ml) mixed solvent, and 5 ml of a 1,2-dichloroethane solution containing 975 mg (3.0 mmoles) of (E)-1-(2,4-dichlorophenyl)-2-(1,2,4-triazol-1-yl)-4,4-dimethyl-1-penten-3-one (E/Z=94.8/5.2) was added dropwise thereto. After reaction at room temperature for 16.5 hours, 2% hydrochloric acid was added to separate the reaction solution into an aqueous and organic... Reactants: OCC(C1=CC=CC=C1)NC(=O)C=1NC=C(C1)C(C(=CN(C)C)C)=O (4-(3-Dimethylamino-2-methyl-acryloyl)-1H-pyrrole-2-carboxylic acid (2-hydroxy-1-phenyl-ethyl)-amide), C([O-])([O-])=O.[K+].[K+] (potassium carbonate), crude material, C1(CC1)NC(=N)N (cyclopropyl guanidine), Cl (HCl). Solvent: C(C)(=O)OCC (ethyl acetate), CN(C(C)=O)C (N,N-dimethylacetamide). Reaction conditions: temperature 100 celsius, time 24 hour. Yields the product OC[C@H](C1=CC=CC=C1)NC(=O)C=1NC=C(C1)C1=NC(=NC=C1C)NC1CC1 (4-(2-Cyclopropylamino-5-methyl-pyrimidin-4-yl)-1H-pyrrole-2-carboxylic Acid (2-hydroxy-1-(S)-phenyl-ethyl)-amide). RXN SMILES: [OH:1][CH2:2][CH:3]([NH:10][C:11]([C:13]1[NH:14][CH:15]=[C:16]([C:18](=O)[C:19]([CH3:24])=[CH:20]N(C)C)[CH:17]=1)=[O:12])[C:4]1[CH:9]=[CH:8][CH:7]=[CH:6][CH:5]=1.[CH:26]1([NH:29][C:30]([NH2:32])=[NH:31])[CH2:28][CH2:27]1.Cl.C(=O)([O-])[O-].[K+].[K+]>CN(C)C(=O)C.C(OCC)(=O)C>[OH:1][CH2:2][C@@H:3]([NH:10][C:11]([C:13]1[NH:14][CH:15]=[C:16]([C:18]2[C:19]([CH3:24])=[CH:20][N:32]=[C:30]([NH:29][CH:26]3[CH2:28][CH2:27]3)[N:31]=2)[CH:17]=1)=[O:12])[C:4]1[CH:5]=[CH:6][CH:7]=[CH:8][CH:9]=1 |f:3.4.5|. Reported procedure: 4-(3-Dimethylamino-2-methyl-acryloyl)-1H-pyrrole-2-carboxylic acid (2-hydroxy-1-phenyl-ethyl)-amide (100 mg, 0.29 mmol) was combined with cyclopropyl guanidine.HCl (80 mg) and potassium carbonate (121 mg) in N,N-dimethylacetamide (2 mL). The resulting suspension was heated and stirred at 100° C. for 24 hours. The crude material was diluted with ethyl acetate, washed with saturated NaHCO3 and brine, dried over MgSO4 then concentrated in vacuo. Purification by preparative TLC (silica, 1:1 EtOAc:He... The reactants are ClC=1C=CC(=C(C(=O)N)C1)F (5-chloro-2-fluorobenzamide), ClC1=CC(=C(C(=O)O)C=C1)F (4-chloro-2-fluorobenzoic acid). Product: ClC1=CC(=C(C(=O)N)C=C1)F (4-Chloro-2-fluorobenzamide), solid. Yield: 94.0%. Reaction SMILES: Cl[C:2]1[CH:3]=[CH:4][C:5]([F:11])=[C:6]([CH:10]=1)[C:7]([NH2:9])=[O:8].[Cl:12]C1C=CC(C(O)=O)=C(F)C=1>>[Cl:12][C:3]1[CH:2]=[CH:10][C:6]([C:7]([NH2:9])=[O:8])=[C:5]([F:11])[CH:4]=1. Reported procedure: A method similar to the preparation of 5-chloro-2-fluorobenzamide (see page 17 above) was followed using 4-chloro-2-fluorobenzoic acid (500 mg, 5.73 mmol). The title compound was isolated as an off-white solid (465 mg, 94%). The solvent is CCO (EtOH), C(Cl)Cl (DCM). Product: NC1=CC=C2C(=NN(C2=C1)C(=O)OC(C)(C)C)C (tert-butyl 6-amino-3-methyl-1H-indazole-1-carboxylate). The reagents and catalysts are [Pd] (Pd/C). RXN SMILES: [CH3:1][C:2]1[C:10]2[C:5](=[CH:6][C:7]([N+:11]([O-])=O)=[CH:8][CH:9]=2)[N:4]([C:14]([O:16][C:17]([CH3:20])([CH3:19])[CH3:18])=[O:15])[N:3]=1.CCCCCCC>CCO.C(Cl)Cl.[Pd]>[NH2:11][C:7]1[CH:6]=[C:5]2[C:10]([C:2]([CH3:1])=[N:3][N:4]2[C:14]([O:16][C:17]([CH3:19])([CH3:18])[CH3:20])=[O:15])=[CH:9][CH:8]=1. Reaction conditions: time 6 hour. Isolated yield 69.2%. Reported procedure: tert-Butyl 3-methyl-6-nitro-1H-indazole-1-carboxylate (7.40 g, 26.7 mmol) was dissolved in EtOH (534 mL). To the solution was added Pd/C (10 wt %, 1.42 g, 1.33 mmol). The mixture was flushed with H2, and placed under an atmosphere of H2 at atmospheric pressure at rt for about 6 h. The mixture was filtered through Celite® and washed through with MeOH. The solvents were removed under reduced pressure. The residue was purified by column chromatography (120 g silica gel) eluting with 20-80% EtOAc/he... Reactants: CC1=NN(C2=CC(=CC=C12)[N+](=O)[O-])C(=O)OC(C)(C)C (tert-Butyl 3-methyl-6-nitro-1H-indazole-1-carboxylate), CCCCCCC (heptane). The reactants are C(C)(C)(C)O[C@H]1CC[C@H]2[C@H]3[C@H](CC[C@]12CC)C=1C=CC(=CC1CC3)OC ((+)-17β-tert.butoxy-13 β-ethyl-3-methoxygona-1,3,5(10)-triene), O.C1(=CC=C(C=C1)S(=O)(=O)O)C (p-toluenesulfonic acid monohydrate), C([O-])(O)=O.[Na+] (sodium bicarbonate). Solvent: C1(=CC=CC=C1)C (toluene). The product is O[C@H]1CC[C@H]2[C@H]3[C@H](CC[C@]12CC)C=1C=CC(=CC1CC3)OC ((+)-17β-hydroxy-13β-ethyl-3-methoxygona-1,3,5(10)-triene). Isolated yield 103.4%. RXN SMILES: C([O:5][C@@H:6]1[C@:14]2([CH2:15][CH3:16])[C@H:9]([C@@H:10]3[CH2:24][CH2:23][C:22]4[CH:21]=[C:20]([O:25][CH3:26])[CH:19]=[CH:18][C:17]=4[C@H:11]3[CH2:12][CH2:13]2)[CH2:8][CH2:7]1)(C)(C)C.O.C1(C)C=CC(S(O)(=O)=O)=CC=1.C(=O)(O)[O-].[Na+]>C1(C)C=CC=CC=1>[OH:5][C@@H:6]1[C@:14]2([CH2:15][CH3:16])[C@H:9]([C@@H:10]3[CH2:24][CH2:23][C:22]4[CH:21]=[C:20]([O:25][CH3:26])[CH:19]=[CH:18][C:17]=4[C@H:11]3[CH2:12][CH2:13]2)[CH2:8][CH2:7]1 |f:1.2,3.4|. Procedure: A solution of 0.4 g (1.12 mmoles) of (+)-17β-tert.butoxy-13 β-ethyl-3-methoxygona-1,3,5(10)-triene and 0.1 g of p-toluenesulfonic acid monohydrate in 10 ml of toluene was stirred and heated at reflux for 1 hr. The resulting solution was cooled and treated with saturated aqueous sodium bicarbonate solution then extracted twice with ether. The combined organic extracts were dried, filtered and concentrated in vacuo giving 0.348 g of (+)-17β-hydroxy-13β-ethyl-3-methoxygona-1,3,5(10)-triene as a col...